Dataset: the Open Reaction Database (ORD), a public repository of structured organic reaction records. Task: describe an organic reaction: reactants, conditions, products, and yield The reactants are N1(C)C(=O)N(C)C=2N=CNC2C1=O.[Na] (theophylline sodium), ClCC1=NOC(=N1)C (3-chloromethyl-5-methyl-1,2,4-oxadiazole), C(C)(C)O (isopropyl alcohol). Reaction conditions: time 10 hour. Product: CC1=NC(=NO1)N1C=NC=2N(C(N(CC)C(C12)=O)=O)C (7-(5-methyl-1,2,4-oxadiazol-3-yl)-methyl-theophylline). Yield: 74.2%. Reaction SMILES: [N:1]1([C:12](=[O:13])[C:11]2[NH:10][CH:9]=[N:8][C:7]=2[N:5]([CH3:6])[C:3]1=[O:4])[CH3:2].[Na].ClC[C:17]1[N:21]=[C:20]([CH3:22])[O:19][N:18]=1.[CH:23](O)(C)C>>[CH3:22][C:20]1[O:19][N:18]=[C:17]([N:10]2[C:11]3[C:12](=[O:13])[N:1]([CH2:2][CH3:23])[C:3](=[O:4])[N:5]([CH3:6])[C:7]=3[N:8]=[CH:9]2)[N:21]=1 |f:0.1,^1:13|. Procedure: 20.2 g. of theophylline-sodium, 300 cm3 isopropyl alcohol and 13.2 g. of 3-chloromethyl-5-methyl-1,2,4-oxadiazole are heated under stirring for 10 hours. After processing 20.5 g. (74.2% yield) of 7-(5-methyl-1,2,4-oxadiazol-3-yl)-methyl-theophylline are obtained. M.p.: 134°-135° C.